From a dataset of the Open Reaction Database (ORD), a public repository of structured organic reaction records. describe an organic reaction: reactants, conditions, products, and yield The reactants are CCOC(=O)c1noc(-c2cccc(Br)c2)c1[N+](=O)[O-], CCO, [Cl-], [Fe], [NH4+], O. Product: CCOC(=O)c1noc(-c2cccc(Br)c2)c1N. As a reaction SMILES: [Br:1][c:2]1[cH:3][c:4](-[c:8]2[c:9]([N+:18]([O-:19])=[O:20])[c:10]([C:13](=[O:14])[O:15][CH2:16][CH3:17])[n:11][o:12]2)[cH:5][cH:6][cH:7]1.[CH3:23][CH2:24][OH:25].[Cl-:21].[Fe:27].[NH4+:22].[OH2:26]>>[Br:1][c:2]1[cH:3][c:4](-[c:8]2[c:9]([NH2:18])[c:10]([C:13](=[O:14])[O:15][CH2:16][CH3:17])[n:11][o:12]2)[cH:5][cH:6][cH:7]1. The reactants are C1(=CC=CC2=C1C=CCCC2)C(=O)NC(C(O)C2=CC=C(OCC1=CC=C(C(=O)OC)C=C1)C=C2)CC2=CC(=CC=C2)OC(C(F)F)(F)F (methyl 4-[(4-{(1RS,2SR)-2-[(6,7-dihydro-5H-benzo[a][7]annulen-1-ylcarbonyl)amino]-1-hydroxy-3-[3-(1,1,2,2-tetrafluoroethoxy)phenyl]propyl}phenoxy)methyl]-benzoate), [OH-].[Na+] (sodium hydroxide), Cl (hydrochloric acid). Run in CO (methanol). Reaction conditions: temperature 60 celsius, time 8 hour. The product is C1(=CC=CC2=C1C=CCCC2)C(=O)NC(C(O)C2=CC=C(OCC1=CC=C(C(=O)O)C=C1)C=C2)CC2=CC(=CC=C2)OC(C(F)F)(F)F (4-[(4-{(1RS,2SR)-2-[(6,7-dihydro-5H-benzo[a][7]annulen-1-ylcarbonyl)amino]-1-hydroxy-3-[3-(1,1,2,2-tetrafluoroethoxy)phenyl]propyl}phenoxy)methyl]benzoic acid). Reaction SMILES: [C:1]1([C:12]([NH:14][CH:15]([CH2:36][C:37]2[CH:42]=[CH:41][CH:40]=[C:39]([O:43][C:44]([F:49])([F:48])[CH:45]([F:47])[F:46])[CH:38]=2)[CH:16]([C:18]2[CH:35]=[CH:34][C:21]([O:22][CH2:23][C:24]3[CH:33]=[CH:32][C:27]([C:28]([O:30]C)=[O:29])=[CH:26][CH:25]=3)=[CH:20][CH:19]=2)[OH:17])=[O:13])[C:6]2[CH:7]=[CH:8][CH2:9][CH2:10][CH2:11][C:5]=2[CH:4]=[CH:3][CH:2]=1.[OH-].[Na+].Cl>CO>[C:1]1([C:12]([NH:14][CH:15]([CH2:36][C:37]2[CH:42]=[CH:41][CH:40]=[C:39]([O:43][C:44]([F:48])([F:49])[CH:45]([F:46])[F:47])[CH:38]=2)[CH:16]([C:18]2[CH:35]=[CH:34][C:21]([O:22][CH2:23][C:24]3[CH:33]=[CH:32][C:27]([C:28]([OH:30])=[O:29])=[CH:26][CH:25]=3)=[CH:20][CH:19]=2)[OH:17])=[O:13])[C:6]2[CH:7]=[CH:8][CH2:9][CH2:10][CH2:11][C:5]=2[CH:4]=[CH:3][CH:2]=1 |f:1.2|. Procedure: To a solution of methyl 4-[(4-{(1RS,2SR)-2-[(6,7-dihydro-5H-benzo[a][7]annulen-1-ylcarbonyl)amino]-1-hydroxy-3-[3-(1,1,2,2-tetrafluoroethoxy)phenyl]propyl}phenoxy)methyl]-benzoate (260 mg, 0.384 mmol) in methanol (10 ml) was added 2N aqueous sodium hydroxide solution (0.38 ml, 0.76 mmol), and the mixture was stirred at 60° C. overnight. The reaction solution was acidified with 1N hydrochloric acid and extracted with ethyl acetate (100 ml×2). The extract was washed with water and saturated brine,... Starting materials: ClC=1C=CC2=C(C(=NCCN2C(=O)NCCCl)C2=C(C=CC=C2)Cl)C1 (7-chloro-N-(2-chloroethyl)-5-(o-chlorophenyl)-2,3-dihydro-1H-1,4-benzodiazepine-1-carboxamide), O (water). The solvent is C(C)(=O)O (acetic acid), solution 10, C(C)(=O)OO (peracetic acid). The product is ClC=1C=CC2=C(C(=[N+](CCN2C(=O)NCCCl)[O-])C2=C(C=CC=C2)Cl)C1 (7-chloro-N-(2-chloroethyl)-5-(o-chlorophenyl)-2,3-dihydro-1H-1,4-benzodiazepine-1-carboxamide 4-oxide). RXN SMILES: [Cl:1][C:2]1[CH:3]=[CH:4][C:5]2[N:11]([C:12]([NH:14][CH2:15][CH2:16][Cl:17])=[O:13])[CH2:10][CH2:9][N:8]=[C:7]([C:18]3[CH:23]=[CH:22][CH:21]=[CH:20][C:19]=3[Cl:24])[C:6]=2[CH:25]=1.[OH2:26]>C(O)(=O)C.C(OO)(=O)C>[Cl:1][C:2]1[CH:3]=[CH:4][C:5]2[N:11]([C:12]([NH:14][CH2:15][CH2:16][Cl:17])=[O:13])[CH2:10][CH2:9][N+:8]([O-:26])=[C:7]([C:18]3[CH:23]=[CH:22][CH:21]=[CH:20][C:19]=3[Cl:24])[C:6]=2[CH:25]=1. Procedure: 10 Parts of 7-chloro-N-(2-chloroethyl)-5-(o-chlorophenyl)-2,3-dihydro-1H-1,4-benzodiazepine-1-carboxamide is dissolved in 50 parts by volume of glacial acetic acid and to this solution 10 parts by volume of 40% peracetic acid is added all at once with stirring. The reaction mixture is stirred at ambient temperature for about 24 hours and then slowly poured into 1000 parts by volume of cold water. The precipitate which forms is extracted with methylene chloride, the extract dried over magnesium s... Starting materials: CC(C)(C)[O-], CN=C=S, O=C1CCCCC1c1ccc(Cl)nc1, [K+], C1CCOC1. The product is CNC(=S)C1(c2ccc(Cl)nc2)CCCCC1=O. RXN SMILES: [CH3:15][C:16]([CH3:17])([O-:18])[CH3:19].[CH3:21][N:22]=[C:23]=[S:24].[Cl:1][c:2]1[cH:3][cH:4][c:5]([CH:8]2[C:9](=[O:14])[CH2:10][CH2:11][CH2:12][CH2:13]2)[cH:6][n:7]1.[K+:20].[O:25]1[CH2:26][CH2:27][CH2:28][CH2:29]1>>[Cl:1][c:2]1[cH:3][cH:4][c:5]([C:8]2([C:23]([NH:22][CH3:21])=[S:24])[C:9](=[O:14])[CH2:10][CH2:11][CH2:12][CH2:13]2)[cH:6][n:7]1. The solvent is C1=CC=CC=C1 (benzene). The reagents and catalysts are [Br-].C(C)[N+](CC)(CC)CC (tetraethylammonium bromide). Reactants: C(C=C)Br (allyl bromide), C(CCC)[Sn](CCCC)=O (di-n-butyltin oxide), O([C@H]1[C@H](O)[C@@H](O)[C@@H](O)[C@H](O1)CO)CCCCCC(=O)OC (5-(Methoxycarbonyl)pentyl β-D-galactopyranoside). Product: C(C=C)O[C@@H]1[C@H]([C@H](OCCCCCC(=O)OC)O[C@@H]([C@@H]1O)CO)O (5-(Methoxycarbonyl)pentyl 3-O-allyl-β-D-galactopyranoside). Reaction conditions: time 36 hour. Procedure details: Compound 2 was prepared from 1 according to the literature procedure (J. Carbohydr. Chem. 8 (1989) 145) as follows. Compound 1 of Example 1 (20.0 g) was refluxed in anhydrous benzene (500 mL) containing 3 Å molecular sieves (20 g) for 1 h followed by the addition of di-n-butyltin oxide (24.0 g) and the refluxing was continued for 4 more h. To this tetraethylammonium bromide (7.0 g) and allyl bromide (80 mL) were added and refluxed for another 1 h followed by stirring at room temperature for 36 h... Isolated yield 71.7%. Reaction SMILES: [O:1]([CH2:13][CH2:14][CH2:15][CH2:16][CH2:17][C:18]([O:20][CH3:21])=[O:19])[C@@H:2]1[O:10][C@H:9]([CH2:11][OH:12])[C@H:7]([OH:8])[C@H:5]([OH:6])[C@H:3]1[OH:4].[CH2:22]([Sn](=O)CCCC)[CH2:23][CH2:24]C.C(Br)C=C>C1C=CC=CC=1.[Br-].C([N+](CC)(CC)CC)C>[CH2:24]([O:6][C@H:5]1[C@@H:7]([OH:8])[C@@H:9]([CH2:11][OH:12])[O:10][C@@H:2]([O:1][CH2:13][CH2:14][CH2:15][CH2:16][CH2:17][C:18]([O:20][CH3:21])=[O:19])[C@@H:3]1[OH:4])[CH:23]=[CH2:22] |f:4.5|. Starting materials: OC=1C=C2CCC(NC2=CC1)=O (6-Hydroxy-3,4-dihydroquinolin-2(1H)-one), C(=O)([O-])[O-].[K+].[K+] (K2CO3), CI (methyl iodide). Run in CN(C=O)C (N,N-dimethylformamide). Yields the product COC=1C=C2CCC(NC2=CC1)=O (6-Methoxy-3,4-dihydroquinolin-2(1H)-one). Isolated yield 62.9%. Reaction SMILES: [OH:1][C:2]1[CH:3]=[C:4]2[C:9](=[CH:10][CH:11]=1)[NH:8][C:7](=[O:12])[CH2:6][CH2:5]2.[C:13]([O-])([O-])=O.[K+].[K+].CI>CN(C)C=O>[CH3:13][O:1][C:2]1[CH:3]=[C:4]2[C:9](=[CH:10][CH:11]=1)[NH:8][C:7](=[O:12])[CH2:6][CH2:5]2 |f:1.2.3|. Procedure details: 6-Hydroxy-3,4-dihydroquinolin-2(1H)-one (18.38 mmol, 3.00 g) was treated in the presence of K2CO3 (22.98 mmol, 3.18 g) with methyl iodide (22.98 mmol, 3.26 g) in N,N-dimethylformamide (30 ml) at room temperature for 24 hours, resulting in 2.05 g of the title compound. Starting materials: CC(=O)O, O=[N+]([O-])c1c(F)cc(F)cc1Nc1cc(F)cc(F)c1, [Fe], O. The product is Nc1c(F)cc(F)cc1Nc1cc(F)cc(F)c1. RXN SMILES: [C:22]([OH:23])(=[O:24])[CH3:25].[F:1][c:2]1[cH:3][c:4]([NH:9][c:10]2[c:11]([N+:18]([O-:19])=[O:20])[c:12]([F:17])[cH:13][c:14]([F:16])[cH:15]2)[cH:5][c:6]([F:8])[cH:7]1.[Fe:26].[OH2:21]>>[F:1][c:2]1[cH:3][c:4]([NH:9][c:10]2[c:11]([NH2:18])[c:12]([F:17])[cH:13][c:14]([F:16])[cH:15]2)[cH:5][c:6]([F:8])[cH:7]1. Reactants: COc1cc(Nc2c(C#N)cnc3cc(Br)ccc23)c(Cl)cc1Cl, O=C([O-])O, CCN1CCN(CCc2ccc(B3OC(C)(C)C(C)(C)O3)cc2)CC1, COCCOC, [Na+], [Pd], c1ccc(P(c2ccccc2)c2ccccc2)cc1, c1ccc(P(c2ccccc2)c2ccccc2)cc1, c1ccc(P(c2ccccc2)c2ccccc2)cc1, c1ccc(P(c2ccccc2)c2ccccc2)cc1. Reaction SMILES: [Br:1][c:2]1[cH:3][cH:4][c:5]2[c:6]([NH:14][c:15]3[c:16]([Cl:24])[cH:17][c:18]([Cl:23])[c:19]([O:21][CH3:22])[cH:20]3)[c:7]([C:12]#[N:13])[cH:8][n:9][c:10]2[cH:11]1.[C:56](=[O:57])([OH:58])[O-:59].[CH2:25]([CH3:26])[N:27]1[CH2:28][CH2:29][N:30]([CH2:33][CH2:34][c:35]2[cH:36][cH:37][c:38]([B:41]3[O:42][C:43]([CH3:44])([CH3:45])[C:46]([CH3:47])([CH3:48])[O:49]3)[cH:39][cH:40]2)[CH2:31][CH2:32]1.[CH3:50][O:51][CH2:52][CH2:53][O:54][CH3:55].[Na+:60].[Pd:61].[c:100]1([P:101]([c:102]2[cH:103][cH:104][cH:105][cH:106][cH:107]2)[c:108]2[cH:109][cH:110][cH:111][cH:112][cH:113]2)[cH:114][cH:115][cH:116][cH:117][cH:118]1.[c:119]1([P:120]([c:121]2[cH:122][cH:123][cH:124][cH:125][cH:126]2)[c:127]2[cH:128][cH:129][cH:130][cH:131][cH:132]2)[cH:133][cH:134][cH:135][cH:136][cH:137]1.[c:62]1([P:63]([c:64]2[cH:65][cH:66][cH:67][cH:68][cH:69]2)[c:70]2[cH:71][cH:72][cH:73][cH:74][cH:75]2)[cH:76][cH:77][cH:78][cH:79][cH:80]1.[c:81]1([P:82]([c:83]2[cH:84][cH:85][cH:86][cH:87][cH:88]2)[c:89]2[cH:90][cH:91][cH:92][cH:93][cH:94]2)[cH:95][cH:96][cH:97][cH:98][cH:99]1>>[c:2]1(-[c:38]2[cH:37][cH:36][c:35]([CH2:34][CH2:33][N:30]3[CH2:29][CH2:28][N:27]([CH2:25][CH3:26])[CH2:32][CH2:31]3)[cH:40][cH:39]2)[cH:3][cH:4][c:5]2[c:6]([NH:14][c:15]3[c:16]([Cl:24])[cH:17][c:18]([Cl:23])[c:19]([O:21][CH3:22])[cH:20]3)[c:7]([C:12]#[N:13])[cH:8][n:9][c:10]2[cH:11]1. Product: CCN1CCN(CCc2ccc(-c3ccc4c(Nc5cc(OC)c(Cl)cc5Cl)c(C#N)cnc4c3)cc2)CC1.